This data is from the Open Reaction Database (ORD), a public repository of structured organic reaction records. The task is: describe an organic reaction: reactants, conditions, products, and yield The reactants are COC(=O)c1cc(-c2cc(F)cc(F)c2)nc(C)n1, CCCCCC, C[Al](C)C, Cc1csc(N)n1, C1COCCO1. Product: Cc1csc(NC(=O)c2cc(-c3cc(F)cc(F)c3)nc(C)n2)n1. As a reaction SMILES: [CH3:12][O:13][C:14](=[O:15])[c:16]1[n:17][c:18]([CH3:30])[n:19][c:20](-[c:22]2[cH:23][c:24]([F:29])[cH:25][c:26]([F:28])[cH:27]2)[cH:21]1.[CH3:37][CH2:38][CH2:39][CH2:40][CH2:41][CH3:42].[CH3:8][Al:9]([CH3:10])[CH3:11].[NH2:1][c:2]1[s:3][cH:4][c:5]([CH3:7])[n:6]1.[O:31]1[CH2:32][CH2:33][O:34][CH2:35][CH2:36]1>>[NH:1]([c:2]1[s:3][cH:4][c:5]([CH3:7])[n:6]1)[C:14](=[O:13])[c:16]1[n:17][c:18]([CH3:30])[n:19][c:20](-[c:22]2[cH:23][c:24]([F:29])[cH:25][c:26]([F:28])[cH:27]2)[cH:21]1.